Dataset: the Open Reaction Database (ORD), a public repository of structured organic reaction records. Task: describe an organic reaction: reactants, conditions, products, and yield Reactants: CCO, CC(=O)O, NCCO, CC(C)(C)OC(=O)N1CCC(=O)CC1. The product is CC(C)(C)OC(=O)N1CCC(NCCO)CC1. RXN SMILES: [CH3:19][CH2:20][OH:21].[CH3:22][C:23](=[O:24])[OH:25].[NH2:1][CH2:2][CH2:3][OH:4].[O:5]=[C:6]1[CH2:7][CH2:8][N:9]([C:12](=[O:13])[O:14][C:15]([CH3:16])([CH3:17])[CH3:18])[CH2:10][CH2:11]1>>[NH:1]([CH2:2][CH2:3][OH:4])[CH:6]1[CH2:7][CH2:8][N:9]([C:12](=[O:13])[O:14][C:15]([CH3:16])([CH3:17])[CH3:18])[CH2:10][CH2:11]1. Starting materials: BrC=1N=C(C(N(C1)CC)=O)SCC1=CC=C(C=C1)Cl (5-bromo-3-[(4-chlorobenzyl)thio]-1-ethylpyrazin-2(1H)-one), ClC1=CC(=CC=C1)C(=O)OO (metachloroperbenzoic acid), ClCCl (dichloromethane), solution, S(=O)(=O)([O-])S(=O)[O-].[Na+].[Na+] (sodium metabisulphite). Product: BrC=1N=C(C(N(C1)CC)=O)S(=O)(=O)CC1=CC=C(C=C1)Cl (5-bromo-3-[(4-chlorobenzyl)sulfonyl]-1-ethylpyrazin-2(1H)-one). Isolated yield 87.0%. As a reaction SMILES: [Br:1][C:2]1[N:3]=[C:4](SCC2C=CC(Cl)=CC=2)[C:5](=[O:10])[N:6]([CH2:8][CH3:9])[CH:7]=1.Cl[C:21]1[CH:26]=[CH:25][CH:24]=[C:23]([C:27](OO)=O)[CH:22]=1.[S:31](S([O-])=O)([O-:34])(=O)=[O:32].[Na+].[Na+].[Cl:40]CCl>>[Br:1][C:2]1[N:3]=[C:4]([S:31]([CH2:27][C:23]2[CH:22]=[CH:21][C:26]([Cl:40])=[CH:25][CH:24]=2)(=[O:34])=[O:32])[C:5](=[O:10])[N:6]([CH2:8][CH3:9])[CH:7]=1 |f:2.3.4|. Procedure details: 4.6 g (12.7 mM) of 5-bromo-3-[(4-chlorobenzyl)thio]-1-ethylpyrazin-2(1H)-one and 9.9 g (40 mM) of metachloroperbenzoic acid (70%) in 75 ml of dichloromethane were stirred for 10 min at room temperature. Aqueous 2M solution of sodium metabisulphite was added, the organic layer was separated and washed with an aqueous solution of hydrogenocarbonate, then with water and evaporated under vacuum. The residue was taken up in diisopropyle oxide. A solid was filtered and washed with diisopropyle oxide, ... The reagents and catalysts are [O-]S(=O)(=O)[O-].[Cu+2] (CuSO4). The solvent is Cl (HCl). Starting materials: NC1=C(C#N)C(=CC=N1)Cl (2-amino-4-chloronicotinonitrile), N(=O)[O-].[Na+] (NaNO2), O (water). Run at temperature 0 celsius, time 0.5 hour. Procedure: To a solution 2-amino-4-chloronicotinonitrile (90 mg, 0.59 mmol), NaNO2 (45 mg, 0.65 mmol), in HCl (6M, 1 mL) was added CuSO4 (94 mg, 0.59 mmol). The resulting mixture was allowed to stir at 0° C. for 0.5 h. To the solution was added water (2 ml), extracted with EtOAc (2×5 mL), dried over Na2SO4, filtered and concentrated to afford the title compound as a yellow solid. LC/MS m/z=155.2 [M+H]+ As a reaction SMILES: N[C:2]1[N:9]=[CH:8][CH:7]=[C:6]([Cl:10])[C:3]=1[C:4]#[N:5].N([O-])=[O:12].[Na+].O>Cl.[O-]S([O-])(=O)=O.[Cu+2]>[Cl:10][C:6]1[C:3]([C:4]#[N:5])=[C:2]([OH:12])[N:9]=[CH:8][CH:7]=1 |f:1.2,5.6|. Yields the product ClC1=CC=NC(=C1C#N)O (4-Chloro-2-hydroxynicotinonitrile). Solvent: C1CCOC1 (THF). Reaction conditions: time 90 minute. Reactants: IC=1N(CN(C1)C(C1=CC=CC=C1)(C1=CC=CC=C1)C1=CC=CC=C1)C (4-Iodo-3-methyl-1-trityl-1H-imidazole), C(C)[Mg]Br (ethylmagnesium bromide), BrC=1C=NC=CC1 (3-bromopyridine). Yields the product CC=1NC=C(N1)C=1C=NC=CC1 (3-(2-methyl-1H-imidazol-4-yl)-pyridine). Yield: 88.0%. Procedure: To a solution of 4-Iodo-3-methyl-1-trityl-1H-imidazole (1 eq) in THF at room temperature was added ethylmagnesium bromide (1.2 eq) under dry conditions. After stirring for 90 minutes, zinc chloride (1.2 eq) was added to the reaction mixture. After stirring for another 90 minutes, tetrakis(triphenylphosphine)palladium (10%) and 3-bromopyridine (1.1 eq) were added to the reaction mixture. Subsequent reaction conditions were performed as in Example 91(b) to provide 3-(2-methyl-1H-imidazol-4-yl)-pyr... As a reaction SMILES: I[C:2]1[N:3](C)[CH2:4][N:5](C(C2C=CC=CC=2)(C2C=CC=CC=2)C2C=CC=CC=2)[CH:6]=1.[CH2:27]([Mg]Br)C.Br[C:32]1[CH:33]=[N:34][CH:35]=[CH:36][CH:37]=1>C1COCC1.[Cl-].[Zn+2].[Cl-].C1C=CC([P]([Pd]([P](C2C=CC=CC=2)(C2C=CC=CC=2)C2C=CC=CC=2)([P](C2C=CC=CC=2)(C2C=CC=CC=2)C2C=CC=CC=2)[P](C2C=CC=CC=2)(C2C=CC=CC=2)C2C=CC=CC=2)(C2C=CC=CC=2)C2C=CC=CC=2)=CC=1>[CH3:27][C:4]1[NH:5][CH:6]=[C:2]([C:32]2[CH:33]=[N:34][CH:35]=[CH:36][CH:37]=2)[N:3]=1 |f:4.5.6,^1:49,51,70,89|. The reagents and catalysts are [Cl-].[Zn+2].[Cl-] (zinc chloride), C=1C=CC(=CC1)[P](C=2C=CC=CC2)(C=3C=CC=CC3)[Pd]([P](C=4C=CC=CC4)(C=5C=CC=CC5)C=6C=CC=CC6)([P](C=7C=CC=CC7)(C=8C=CC=CC8)C=9C=CC=CC9)[P](C=1C=CC=CC1)(C=1C=CC=CC1)C=1C=CC=CC1 (tetrakis(triphenylphosphine)palladium). Starting materials: C(CCC)C=1C(CC(CC1C=CC1=C(C=C(C=C1)N(CCCC)CCCC)OC)(C)C)=CC=O ([2-butyl-3-[2-(4-dibutylamino-2-methoxyphenyl)vinyl]-5,5-dimethyl-2-cyclohexenylidene]acetaldehyde), C(#N)C=1C(OC(C1C)(C(F)(F)F)C1=CC=CC=C1)=C(C#N)C#N (2-(3-cyano-4-methyl-5-phenyl-5-trifluoromethyl-2(5H)-furanylidene]propanedinitrile). Reaction conditions: temperature 50 celsius. Yields the product C(CCC)C=1C(CC(CC1C=CC1=C(C=C(C=C1)N(CCCC)CCCC)OC)(C)C)=CC=CC1=C(C(OC1(C(F)(F)F)C1=CC=CC=C1)=C(C#N)C#N)C#N (2-[4-[3-[2-butyl-3-[2-(4-dibutylamino-2-methoxyphenyl) vinyl]-5,5-dimethyl-2-cyclohexenylidene]-1-propenyl]-3-cyano-5-phenyl-5-trifluoromethyl-2(5H)-furanylidene]propanedinitrile). Yield: 69.7%. RXN SMILES: [CH2:1]([C:5]1[C:6](=[CH:32][CH:33]=O)[CH2:7][C:8]([CH3:31])([CH3:30])[CH2:9][C:10]=1[CH:11]=[CH:12][C:13]1[CH:18]=[CH:17][C:16]([N:19]([CH2:24][CH2:25][CH2:26][CH3:27])[CH2:20][CH2:21][CH2:22][CH3:23])=[CH:15][C:14]=1[O:28][CH3:29])[CH2:2][CH2:3][CH3:4].[C:35]([C:37]1[C:38](=[C:53]([C:56]#[N:57])[C:54]#[N:55])[O:39][C:40]([C:47]2[CH:52]=[CH:51][CH:50]=[CH:49][CH:48]=2)([C:43]([F:46])([F:45])[F:44])[C:41]=1[CH3:42])#[N:36]>>[CH2:1]([C:5]1[C:6](=[CH:32][CH:33]=[CH:42][C:41]2[C:40]([C:47]3[CH:52]=[CH:51][CH:50]=[CH:49][CH:48]=3)([C:43]([F:46])([F:44])[F:45])[O:39][C:38](=[C:53]([C:56]#[N:57])[C:54]#[N:55])[C:37]=2[C:35]#[N:36])[CH2:7][C:8]([CH3:30])([CH3:31])[CH2:9][C:10]=1[CH:11]=[CH:12][C:13]1[CH:18]=[CH:17][C:16]([N:19]([CH2:24][CH2:25][CH2:26][CH3:27])[CH2:20][CH2:21][CH2:22][CH3:23])=[CH:15][C:14]=1[O:28][CH3:29])[CH2:2][CH2:3][CH3:4]. Procedure: 118 mg (0.25 mmol) of [2-butyl-3-[2-(4-dibutylamino-2-methoxyphenyl)vinyl]-5,5-dimethyl-2-cyclohexenylidene]acetaldehyde and 90 mg (0.29 mmol) of 2-(3-cyano-4-methyl-5-phenyl-5-trifluoromethyl-2(5H)-furanylidene]propanedinitrile were dissolved, and the mixture was stirred with heating at 50° C. for 40 minutes. The solvent was evaporated off. The residue was purified by silica gel column chromatography and washed with methanol to give 133 mg of a black crystal having a mp of 109-113° C. (yield: 6...